This data is from the Open Reaction Database (ORD), a public repository of structured organic reaction records. The task is: describe an organic reaction: reactants, conditions, products, and yield Starting materials: FC(CNC(=O)C1(C2=CC=CC=C2C=2C=CC=CC12)CCCCBr)(F)F (9-(4-bromo-butyl)-9H-fluorene-9-carboxylic acid-(2,2,2-trifluoro-ethyl)-amide), N1(CCNCCC1)C1=NC2=CC=CC=C2C=C1 (2-[1.4]diazepan-1-yl-quinoline). Yields the product FC(CNC(=O)C1(C2=CC=CC=C2C=2C=CC=CC12)CCCCN1CCN(CCC1)C1=NC2=CC=CC=C2C=C1)(F)F (9-[4-(4-quinolin-2-yl-[1.4]diazepan-1-yl)-butyl]-9H-fluorene-9-carboxylic acid-(2,2,2-trifluoro-ethyl)-amide). Reaction SMILES: [F:1][C:2]([F:26])([F:25])[CH2:3][NH:4][C:5]([C:7]1([CH2:20][CH2:21][CH2:22][CH2:23]Br)[C:19]2[CH:18]=[CH:17][CH:16]=[CH:15][C:14]=2[C:13]2[C:8]1=[CH:9][CH:10]=[CH:11][CH:12]=2)=[O:6].[N:27]1([C:34]2[CH:43]=[CH:42][C:41]3[C:36](=[CH:37][CH:38]=[CH:39][CH:40]=3)[N:35]=2)[CH2:33][CH2:32][CH2:31][NH:30][CH2:29][CH2:28]1>>[F:1][C:2]([F:26])([F:25])[CH2:3][NH:4][C:5]([C:7]1([CH2:20][CH2:21][CH2:22][CH2:23][N:30]2[CH2:31][CH2:32][CH2:33][N:27]([C:34]3[CH:43]=[CH:42][C:41]4[C:36](=[CH:37][CH:38]=[CH:39][CH:40]=4)[N:35]=3)[CH2:28][CH2:29]2)[C:19]2[CH:18]=[CH:17][CH:16]=[CH:15][C:14]=2[C:13]2[C:8]1=[CH:9][CH:10]=[CH:11][CH:12]=2)=[O:6]. Procedure details: Prepared analogously to Example 2b from 9-(4-bromo-butyl)-9H-fluorene-9-carboxylic acid-(2,2,2-trifluoro-ethyl)-amide and 2-[1.4]diazepan-1-yl-quinoline The reactants are COC(=O)c1cccc(OCc2ccnc3ccccc23)c1, CO, Cl, [Na+], [OH-]. Product: O=C(O)c1cccc(OCc2ccnc3ccccc23)c1. RXN SMILES: [CH3:1][O:2][C:3]([c:4]1[cH:5][c:6]([O:10][CH2:11][c:12]2[cH:13][cH:14][n:15][c:16]3[cH:17][cH:18][cH:19][cH:20][c:21]23)[cH:7][cH:8][cH:9]1)=[O:22].[CH3:26][OH:27].[ClH:25].[Na+:24].[OH-:23]>>[O:2]=[C:3]([c:4]1[cH:5][c:6]([O:10][CH2:11][c:12]2[cH:13][cH:14][n:15][c:16]3[cH:17][cH:18][cH:19][cH:20][c:21]23)[cH:7][cH:8][cH:9]1)[OH:22].